Dataset: the Open Reaction Database (ORD), a public repository of structured organic reaction records. Task: describe an organic reaction: reactants, conditions, products, and yield Starting materials: NC1=C(C=C(C=C1)[N+](=O)[O-])O (2-amino-5-nitro-phenol), C(CCCCCCCCCCCCCCCCC)C(C(=O)[O-])CC(=O)[O-] (octadecylsuccinate). Run in C(C)(=O)OCC (ethyl acetate), S(O)(O)(=O)=O (sulfuric acid). Yields the product C(CCCCCCCCCCCCCCCCC)C1C(=O)N(C(C1)=O)C1=C(C=C(C=C1)[N+](=O)[O-])O (2-octadecylsuccinimido-5-nitro-phenol). RXN SMILES: [NH2:1][C:2]1[CH:7]=[CH:6][C:5]([N+:8]([O-:10])=[O:9])=[CH:4][C:3]=1[OH:11].[CH2:12]([CH:30]([CH2:34][C:35]([O-])=[O:36])[C:31]([O-])=[O:32])[CH2:13][CH2:14][CH2:15][CH2:16][CH2:17][CH2:18][CH2:19][CH2:20][CH2:21][CH2:22][CH2:23][CH2:24][CH2:25][CH2:26][CH2:27][CH2:28][CH3:29]>C(OCC)(=O)C.S(=O)(=O)(O)O>[CH2:12]([CH:30]1[CH2:34][C:35](=[O:36])[N:1]([C:2]2[CH:7]=[CH:6][C:5]([N+:8]([O-:10])=[O:9])=[CH:4][C:3]=2[OH:11])[C:31]1=[O:32])[CH2:13][CH2:14][CH2:15][CH2:16][CH2:17][CH2:18][CH2:19][CH2:20][CH2:21][CH2:22][CH2:23][CH2:24][CH2:25][CH2:26][CH2:27][CH2:28][CH3:29]. Procedure details: In 3 liters of ethyl acetate and 50 ml of concentrated sulfuric acid were dissolved by heating 150 g of 2-amino-5-nitro-phenol and 350 g of octadecylsuccinate and the resulting solution was boiled under reflux for further 30 hours. Thereafter, the solution was cooled up to room temperature and washed twice with 2 liters of 10% hydrochloric acid and twice with 10% sodium carbonate solution. Then, ethyl acetated was distilled off and the residue was recrystallized from hexane to afford light yello... Reactants: CO, O=Cc1cc(C#Cc2ccc(-c3ccc(Cl)cc3)cn2)ccc1OCCN1CCCC1, ClCCl, [K+], [K+], O=C([O-])[O-]. Yields the product C#Cc1cc(C#Cc2ccc(-c3ccc(Cl)cc3)cn2)ccc1OCCN1CCCC1. Reaction SMILES: [CH3:38][OH:39].[Cl:1][c:2]1[cH:3][cH:4][c:5](-[c:8]2[cH:9][cH:10][c:11]([C:14]#[C:15][c:16]3[cH:17][cH:18][c:19]([O:24][CH2:25][CH2:26][N:27]4[CH2:28][CH2:29][CH2:30][CH2:31]4)[c:20]([CH:21]=[O:22])[cH:23]3)[n:12][cH:13]2)[cH:6][cH:7]1.[Cl:40][CH2:41][Cl:42].[K+:32].[K+:33].[O-:34][C:35]([O-:36])=[O:37]>>[Cl:1][c:2]1[cH:3][cH:4][c:5](-[c:8]2[cH:9][cH:10][c:11]([C:14]#[C:15][c:16]3[cH:17][cH:18][c:19]([O:24][CH2:25][CH2:26][N:27]4[CH2:28][CH2:29][CH2:30][CH2:31]4)[c:20]([C:21]#[CH:35])[cH:23]3)[n:12][cH:13]2)[cH:6][cH:7]1. Reactants: C(C)(=O)O[C@@H](C(=O)O)[C@@H]1C(N(CCO1)C1=CC=C(C=C1)C(F)(F)F)=O ((R)-2-acetoxy-2-((R)-3-oxo-4-(4-(trifluoromethyl)phenyl)morpholin-2-yl)acetic acid), N (NH3), [H][H] (hydrogen). The reagents and catalysts are [Ni] (Ni). Solvent: CO (MeOH). The product is NCC1=CC=C(C=C1)NC([C@@H]([C@@H]1C(N(CCO1)C1=CC=C(C=C1)C(F)(F)F)=O)O)=O (N-[4-(aminomethyl)phenyl]-alpha(R)-hydroxy-3-oxo-4-[4-(trifluoromethyl)phenyl]-2(R)-morpholineacetamide). As a reaction SMILES: C([O:4][C@H:5]([C@H:9]1[O:14][CH2:13][CH2:12][N:11]([C:15]2[CH:20]=[CH:19][C:18]([C:21]([F:24])([F:23])[F:22])=[CH:17][CH:16]=2)[C:10]1=[O:25])[C:6](O)=[O:7])(=O)C.[H][H].[NH3:28]>CO.[Ni]>[NH2:28][CH2:21][C:18]1[CH:19]=[CH:20][C:15]([NH:11][C:6](=[O:7])[C@H:5]([OH:4])[C@H:9]2[O:14][CH2:13][CH2:12][N:11]([C:15]3[CH:16]=[CH:17][C:18]([C:21]([F:23])([F:22])[F:24])=[CH:19][CH:20]=3)[C:10]2=[O:25])=[CH:16][CH:17]=1. Procedure details: To Compound 99-1 in 15 mL of 7M NH3 in MeOH was added excess Raney Ni (an aq. suspension) and the mixture stirred under a balloon of hydrogen for two hours. The mixture was filtered and evaporated to dryness yielding a white solid. Purification by RP-HPLC yielded 34 mg of EXAMPLE 99 as a white solid after conversion to the HCl salt by the addition of 1N HCl in diethyl ether and evaporation to dryness. Starting materials: C1CCNCC1, C#C[Si](C)(C)C, CS(=O)(=O)N1CCN(c2ccc(Br)cc2)CC1, [Cu]I, Cl[Pd]Cl, c1ccc(P(c2ccccc2)c2ccccc2)cc1, c1ccc(P(c2ccccc2)c2ccccc2)cc1, c1ccc(P(c2ccccc2)c2ccccc2)cc1. Yields the product C[Si](C)(C)C#Cc1ccc(N2CCN(S(C)(=O)=O)CC2)cc1. RXN SMILES: [CH2:43]1[CH2:44][CH2:45][NH:46][CH2:47][CH2:48]1.[CH3:18][Si:19]([CH3:20])([CH3:21])[C:22]#[CH:23].[CH3:1][S:2](=[O:3])(=[O:4])[N:5]1[CH2:6][CH2:7][N:8]([c:11]2[cH:12][cH:13][c:14]([Br:17])[cH:15][cH:16]2)[CH2:9][CH2:10]1.[Cu:49][I:50].[Pd:51]([Cl:52])[Cl:53].[c:24]1([P:25]([c:26]2[cH:27][cH:28][cH:29][cH:30][cH:31]2)[c:32]2[cH:33][cH:34][cH:35][cH:36][cH:37]2)[cH:38][cH:39][cH:40][cH:41][cH:42]1.[c:54]1([P:55]([c:56]2[cH:57][cH:58][cH:59][cH:60][cH:61]2)[c:62]2[cH:63][cH:64][cH:65][cH:66][cH:67]2)[cH:68][cH:69][cH:70][cH:71][cH:72]1.[c:73]1([P:74]([c:75]2[cH:76][cH:77][cH:78][cH:79][cH:80]2)[c:81]2[cH:82][cH:83][cH:84][cH:85][cH:86]2)[cH:87][cH:88][cH:89][cH:90][cH:91]1>>[CH3:1][S:2](=[O:3])(=[O:4])[N:5]1[CH2:6][CH2:7][N:8]([c:11]2[cH:12][cH:13][c:14]([C:23]#[C:22][Si:19]([CH3:18])([CH3:20])[CH3:21])[cH:15][cH:16]2)[CH2:9][CH2:10]1. Starting materials: CN1C=NC=C1C=1C(NC(N(C1)CCCN1C[C@]2(C[C@H]2C1)C1=CC=C(C=C1)C(F)(F)F)=O)=O (5-(1-methyl-1H-imidazol-5-yl)-1-(3-{(1S,5R)-1-[4-(trifluoromethyl)phenyl]-3-azabicyclo[3.1.0]hex-3-yl}propyl)-2,4(1H,3H)-pyrimidinedione), Cl (Hydrochloric acid). Run in CO (MeOH), CCOCC (Et2O), C(C)OCC (Diethyl ether). Product: Cl.CN1C=NC=C1C=1C(NC(N(C1)CCCN1C[C@]2(C[C@H]2C1)C1=CC=C(C=C1)C(F)(F)F)=O)=O (5-(1-methyl-1H-imidazol-5-yl)-1-(3-{(1S,5R)-1-[4-(trifluoromethyl)phenyl]-3-azabicyclo[3.1.0]hex-3-yl}propyl)-2,4(1H,3H)-pyrimidinedione hydrochloride). Yield: 82.7%. As a reaction SMILES: [CH3:1][N:2]1[C:6]([C:7]2[C:8](=[O:33])[NH:9][C:10](=[O:32])[N:11]([CH2:13][CH2:14][CH2:15][N:16]3[CH2:21][C@H:20]4[C@:18]([C:22]5[CH:27]=[CH:26][C:25]([C:28]([F:31])([F:30])[F:29])=[CH:24][CH:23]=5)([CH2:19]4)[CH2:17]3)[CH:12]=2)=[CH:5][N:4]=[CH:3]1.[ClH:34]>C(OCC)C.CO>[ClH:34].[CH3:1][N:2]1[C:6]([C:7]2[C:8](=[O:33])[NH:9][C:10](=[O:32])[N:11]([CH2:13][CH2:14][CH2:15][N:16]3[CH2:21][C@H:20]4[C@:18]([C:22]5[CH:27]=[CH:26][C:25]([C:28]([F:29])([F:30])[F:31])=[CH:24][CH:23]=5)([CH2:19]4)[CH2:17]3)[CH:12]=2)=[CH:5][N:4]=[CH:3]1 |f:4.5|. Procedure details: 5-(1-methyl-1H-imidazol-5-yl)-1-(3-{(1S,5R)-1-[4-(trifluoromethyl)phenyl]-3-azabicyclo[3.1.0]hex-3-yl}propyl)-2,4(1H,3H)-pyrimidinedione (E9, 9.4 mg, 0.020 mmol) was suspended in Diethyl ether (1 ml) and Hydrochloric acid (0.025 ml, 0.025 mmol) 1M in Et2O was added. A gum was formed and it was dissolved in MeOH and DCM (0.3 mL each) and dried. The white solid formed was triturated with Et2O (3×0.3 mL) to afford the title compound as a white solid (8.2 mg). The reactants are C(#N)[BH3-].[Na+] (Sodium cyanoborohydride), CO (methanol), CC1NCCC(C1)N1CC=2N(CC1)C(=NN2)NS(=O)(=O)C2=CC(=C(C=C2)N[C@H](CCN2CCOCC2)CSC2=CC=CC=C2)S(=O)(=O)C(F)(F)F (N-[7-(2-methyl-piperidin-4-yl)-5,6,7,8-tetrahydro-[1,2,4]triazolo[4,3-a]pyrazin-3-yl]-4-((R)-3-morpholin-4-yl-1-phenylsulfanylmethyl-propylamino)-3-trifluoro methanesulfonyl-benzenesulfonamide), ClC1=CC=C(C=C1)C=1C(=CC=CC1)C=O (4′-chloro-biphenyl-2-carbaldehyde). The reagents and catalysts are [Cl-].[Zn+2].[Cl-] (zinc chloride). Conditions: time 10 minute. The product is ClC1=CC=C(C=C1)C1=C(C=CC=C1)CN1C(CC(CC1)N1CC=2N(CC1)C(=NN2)NS(=O)(=O)C2=CC(=C(C=C2)N[C@H](CCN2CCOCC2)CSC2=CC=CC=C2)S(=O)(=O)C(F)(F)F)C (N-{7-[1-(4′-Chloro-biphenyl-2-ylmethyl)-2-methyl-piperidin-4-yl]-5,6,7,8-tetrahydro-[1,2,4]triazolo[4,3-a]pyrazin-3-yl}-4-((R)-3-morpholin-4-yl-1-phenylsulfanylmethyl-propylamino)-3-trifluoromethanesulfonyl-benzenesulfonamide), C(=O)(C(F)(F)F)O (TFA). Yield: 18.0%. Reaction SMILES: [CH3:1][CH:2]1[CH2:7][CH:6]([N:8]2[CH2:13][CH2:12][N:11]3[C:14]([NH:17][S:18]([C:21]4[CH:26]=[CH:25][C:24]([NH:27][C@@H:28]([CH2:37][S:38][C:39]5[CH:44]=[CH:43][CH:42]=[CH:41][CH:40]=5)[CH2:29][CH2:30][N:31]5[CH2:36][CH2:35][O:34][CH2:33][CH2:32]5)=[C:23]([S:45]([C:48]([F:51])([F:50])[F:49])(=[O:47])=[O:46])[CH:22]=4)(=[O:20])=[O:19])=[N:15][N:16]=[C:10]3[CH2:9]2)[CH2:5][CH2:4][NH:3]1.[Cl:52][C:53]1[CH:58]=[CH:57][C:56]([C:59]2[C:60]([CH:65]=[O:66])=[CH:61][CH:62]=[CH:63][CH:64]=2)=[CH:55][CH:54]=1.C([BH3-])#N.[Na+].[CH3:71][OH:72]>[Cl-].[Zn+2].[Cl-]>[Cl:52][C:53]1[CH:54]=[CH:55][C:56]([C:59]2[CH:64]=[CH:63][CH:62]=[CH:61][C:60]=2[CH2:65][N:3]2[CH2:4][CH2:5][CH:6]([N:8]3[CH2:13][CH2:12][N:11]4[C:14]([NH:17][S:18]([C:21]5[CH:26]=[CH:25][C:24]([NH:27][C@@H:28]([CH2:37][S:38][C:39]6[CH:40]=[CH:41][CH:42]=[CH:43][CH:44]=6)[CH2:29][CH2:30][N:31]6[CH2:32][CH2:33][O:34][CH2:35][CH2:36]6)=[C:23]([S:45]([C:48]([F:51])([F:49])[F:50])(=[O:47])=[O:46])[CH:22]=5)(=[O:20])=[O:19])=[N:15][N:16]=[C:10]4[CH2:9]3)[CH2:7][CH:2]2[CH3:1])=[CH:57][CH:58]=1.[C:71]([OH:66])([C:48]([F:51])([F:50])[F:49])=[O:72] |f:2.3,5.6.7|. Procedure: To a vial containing N-[7-(2-methyl-piperidin-4-yl)-5,6,7,8-tetrahydro-[1,2,4]triazolo[4,3-a]pyrazin-3-yl]-4-((R)-3-morpholin-4-yl-1-phenylsulfanylmethyl-propylamino)-3-trifluoro methanesulfonyl-benzenesulfonamide (20 mg, 0.026 mmol), 4′-chloro-biphenyl-2-carbaldehyde (16.82 mg, 0.078 mmol) and zinc chloride (3.53 mg, 0.034 mol) was added methanol (1 mL) under nitrogen and the mixture was stirred for 10 minutes. Sodium cyanoborohydride (13.01 mg, 0.207 mmol) was then added, and the reaction was ... Reactants: O (water), ClC1=C(C(=CC=C1)Cl)C(=O)N[C@@H](CC1=CC=C(C=C1)C=1C(N(C(N(C1C)C)=O)C)=O)C(=O)O (N-[(2,6-dichlorophenyl)carbonyl]-4-(1,3,6-trimethyl-2,4-dioxo-5-pyrimidinyl)-L-phenylalanine), C([O-])(O)=O.[Na+] (sodium bicarbonate), ICC (iodoethane). Run in CN(C)C=O (DMF). Run at time 72 hour. Product: C(C)OC([C@@H](NC(=O)C1=C(C=CC=C1Cl)Cl)CC1=CC=C(C=C1)C=1C(N(C(N(C1C)C)=O)C)=O)=O (N-[(2,6-dichlorophenyl)carbonyl]-4-(1,3,6-trimethyl-2,4-dioxo-5-pyrimidinyl)-L-phenylalanine ethyl ester). Yield: 49.8%. As a reaction SMILES: [Cl:1][C:2]1[CH:7]=[CH:6][CH:5]=[C:4]([Cl:8])[C:3]=1[C:9]([NH:11][C@H:12]([C:31]([OH:33])=[O:32])[CH2:13][C:14]1[CH:19]=[CH:18][C:17]([C:20]2[C:21](=[O:30])[N:22]([CH3:29])[C:23](=[O:28])[N:24]([CH3:27])[C:25]=2[CH3:26])=[CH:16][CH:15]=1)=[O:10].C(=O)(O)[O-].[Na+].I[CH2:40][CH3:41].O>CN(C=O)C>[CH2:40]([O:32][C:31](=[O:33])[C@H:12]([CH2:13][C:14]1[CH:15]=[CH:16][C:17]([C:20]2[C:21](=[O:30])[N:22]([CH3:29])[C:23](=[O:28])[N:24]([CH3:27])[C:25]=2[CH3:26])=[CH:18][CH:19]=1)[NH:11][C:9]([C:3]1[C:2]([Cl:1])=[CH:7][CH:6]=[CH:5][C:4]=1[Cl:8])=[O:10])[CH3:41] |f:1.2|. Reported procedure: To a suspension of N-[(2,6-dichlorophenyl)carbonyl]-4-(1,3,6-trimethyl-2,4-dioxo-5-pyrimidinyl)-L-phenylalanine (0.6 mmol, 300 mg) and sodium bicarbonate (3.6 mmol, 302 mg) in DMF (4 mL) was added iodoethane (3.6 mmol, 0.29 mL) at room temperature. The mixture was stirred for 72 h at room temperature. Then, the reaction mixture was poured into water (50 mL) and was extracted with ethyl acetate (3×20 mL). The combined extracts were washed with brine solution (60 mL) and were dried over anhydrous ... Starting materials: CC(C)(C)[O-], CC(C)N1C(=O)c2ccccc2NS1(=O)=O, CC#N, O=C(Cl)CCl, [K+]. The product is CC(C)N1C(=O)c2ccccc2N(C(=O)CCl)S1(=O)=O. RXN SMILES: [CH3:17][C:18]([CH3:19])([O-:20])[CH3:21].[CH3:1][CH:2]([CH3:3])[N:4]1[S:5](=[O:15])(=[O:16])[NH:6][c:7]2[c:8]([cH:11][cH:12][cH:13][cH:14]2)[C:9]1=[O:10].[CH3:28][C:29]#[N:30].[Cl:23][CH2:24][C:25](=[O:26])[Cl:27].[K+:22]>>[CH3:1][CH:2]([CH3:3])[N:4]1[S:5](=[O:15])(=[O:16])[N:6]([C:25]([CH2:24][Cl:23])=[O:26])[c:7]2[c:8]([cH:11][cH:12][cH:13][cH:14]2)[C:9]1=[O:10]. The reactants are NCC1CCN(CC1)C1=NC(=CC(=N1)\C=C/1\C(NC(S1)=O)=O)OC ((Z)-5-((2-(4-(aminomethyl)piperidin-1-yl)-6-methoxypyrimidin-4-yl)methylene)thiazolidine-2,4-dione), CC1=NC2=CC=CC=C2C(=C1)C=O (2-methylquinoline-4-carbaldehyde). Reported procedure: (Z)-5-((6-methoxy-2-(4-((((2-methylquinolin-4-yl)methyl)amino)methyl)piperidin-1-yl)pyrimidin-4-yl)methylene)thiazolidine-2,4-dione was prepared using (Z)-5-((2-(4-(aminomethyl)piperidin-1-yl)-6-methoxypyrimidin-4-yl)methylene)thiazolidine-2,4-dione (Example 153), the general reductive amination procedure and 2-methylquinoline-4-carbaldehyde (45.8 mg, 63 mg theoretical, 72.2%). LC-MS m/z 505 (M+1). As a reaction SMILES: [NH2:1][CH2:2][CH:3]1[CH2:8][CH2:7][N:6]([C:9]2[N:14]=[C:13](/[CH:15]=[C:16]3/[C:17](=[O:22])[NH:18][C:19](=[O:21])[S:20]/3)[CH:12]=[C:11]([O:23][CH3:24])[N:10]=2)[CH2:5][CH2:4]1.[CH3:25][C:26]1[CH:35]=[C:34]([CH:36]=O)[C:33]2[C:28](=[CH:29][CH:30]=[CH:31][CH:32]=2)[N:27]=1>>[CH3:24][O:23][C:11]1[N:10]=[C:9]([N:6]2[CH2:7][CH2:8][CH:3]([CH2:2][NH:1][CH2:36][C:34]3[C:33]4[C:28](=[CH:29][CH:30]=[CH:31][CH:32]=4)[N:27]=[C:26]([CH3:25])[CH:35]=3)[CH2:4][CH2:5]2)[N:14]=[C:13](/[CH:15]=[C:16]2/[C:17](=[O:22])[NH:18][C:19](=[O:21])[S:20]/2)[CH:12]=1. The product is COC1=CC(=NC(=N1)N1CCC(CC1)CNCC1=CC(=NC2=CC=CC=C12)C)\C=C/1\C(NC(S1)=O)=O ((Z)-5-((6-methoxy-2-(4-((((2-methylquinolin-4-yl)methyl)amino)methyl)piperidin-1-yl)pyrimidin-4-yl)methylene)thiazolidine-2,4-dione). Starting materials: C(C)(C)(C)OC(NC1(CCCC1)C1=CC(=CC=C1)NC(=S)N)=O (N-(1-(3-thioureidophenyl)cyclopentyl)carbamic acid t-butyl ester), CI (methyl iodide). Product: C(C)(C)(C)OC(NC1(CCCC1)C1=CC(=CC=C1)NC(SC)=N)=O (N-(1-(3-(S-methylisothioureido)phenyl)cyclopentyl)carbamic acid t-butyl ester). The yield is 94.0%. As a reaction SMILES: [C:1]([O:5][C:6](=[O:23])[NH:7][C:8]1([C:13]2[CH:18]=[CH:17][CH:16]=[C:15]([NH:19][C:20]([NH2:22])=[S:21])[CH:14]=2)[CH2:12][CH2:11][CH2:10][CH2:9]1)([CH3:4])([CH3:3])[CH3:2].[CH3:24]I>>[C:1]([O:5][C:6](=[O:23])[NH:7][C:8]1([C:13]2[CH:18]=[CH:17][CH:16]=[C:15]([NH:19][C:20](=[NH:22])[S:21][CH3:24])[CH:14]=2)[CH2:12][CH2:11][CH2:10][CH2:9]1)([CH3:4])([CH3:2])[CH3:3]. Reported procedure: Using the compound obtained in Example 149 as a starting material and also using methyl iodide as a reagent, reaction was performed as in Example 29 to give 82 mg of the titled compound (yield, 94%).